From a dataset of the Open Reaction Database (ORD), a public repository of structured organic reaction records. describe an organic reaction: reactants, conditions, products, and yield The reactants are N (ammonia), C1(=CC=CC=C1)C (toluene), C(#N)C1=NC=CC=C1C (2-cyano-3-methyl pyridine), S(O)(O)(=O)=O (sulphuric acid). The solvent is O (water), C(C)(C)(C)O (t-butanol). Run at temperature 70 celsius, time 30 minute. The product is title compound, CC=1C(=NC=CC1)C(=O)N (3-methyl-2-pyridine carboxamide). Yield: 97.0%. Reaction SMILES: [C:1]([C:3]1[C:8]([CH3:9])=[CH:7][CH:6]=[CH:5][N:4]=1)#[N:2].S(=O)(=O)(O)[OH:11].C1(C)C=CC=CC=1.N>C(O)(C)(C)C.O>[CH3:9][C:8]1[C:3]([C:1]([NH2:2])=[O:11])=[N:4][CH:5]=[CH:6][CH:7]=1. Procedure details: Suspend 2-cyano-3-methyl pyridine (400 g) in t-butanol (800 mL) and heat to 70° C. Add concentrated sulphuric acid (400 mL) dropwise over 45 minutes. Maintain the temperature at 75° C., until the reaction is complete, and for an additional 30 minutes. Dilute the mixture with water (400 mL), charge with toluene (600 mL) and bring to pH 10 with concentrated aqueous ammonia. Maintain the temperature at 50°-55° C. during the work up. Separate the toluene phase, and reextract the aqueous layer. Combi... The reactants are CC(=O)OC(C)=O, Cn1cc(CC2NC(=O)C(CCCN)NC2=O)c2ccccc21, c1ccncc1. Yields the product CC(=O)NCCCC1NC(=O)C(Cc2cn(C)c3ccccc23)NC1=O. Reaction SMILES: [CH3:24][C:25](=[O:26])[O:27][C:28](=[O:29])[CH3:30].[NH2:1][CH2:2][CH2:3][CH2:4][CH:5]1[C:6](=[O:23])[NH:7][CH:8]([CH2:12][c:13]2[cH:14][n:15]([CH3:22])[c:16]3[cH:17][cH:18][cH:19][cH:20][c:21]23)[C:9](=[O:11])[NH:10]1.[cH:31]1[cH:32][cH:33][n:34][cH:35][cH:36]1>>[NH:1]([CH2:2][CH2:3][CH2:4][CH:5]1[C:6](=[O:23])[NH:7][CH:8]([CH2:12][c:13]2[cH:14][n:15]([CH3:22])[c:16]3[cH:17][cH:18][cH:19][cH:20][c:21]23)[C:9](=[O:11])[NH:10]1)[C:25]([CH3:24])=[O:26]. Starting materials: O (water), [H-].[Na+] (Sodium hydride), C(C1=CC=CC=C1)C1=C(C=CC=C1)O (2-benzylphenol), Br.C(C)OC(=O)[C@H]1CN(CCC1)CCBr ((R)-1-(2-bromoethyl)-3-piperidinecarboxylic acid ethyl ester hydrobromide). Solvent: C1(=CC=CC=C1)C (toluene). Reaction conditions: time 30 minute. Product: C(C)OC(=O)[C@H]1CN(CCC1)CCOC1=C(C=CC=C1)CC1=CC=CC=C1 ((R)-1-(2-(2-benzylphenoxy)ethyl)-3-piperidine-carboxylic acid ethyl ester). Isolated yield 46.3%. RXN SMILES: [H-].[Na+].[CH2:3]([C:10]1[CH:15]=[CH:14][CH:13]=[CH:12][C:11]=1[OH:16])[C:4]1[CH:9]=[CH:8][CH:7]=[CH:6][CH:5]=1.Br.[CH2:18]([O:20][C:21]([C@@H:23]1[CH2:28][CH2:27][CH2:26][N:25]([CH2:29][CH2:30]Br)[CH2:24]1)=[O:22])[CH3:19].O>C1(C)C=CC=CC=1>[CH2:18]([O:20][C:21]([C@@H:23]1[CH2:28][CH2:27][CH2:26][N:25]([CH2:29][CH2:30][O:16][C:11]2[CH:12]=[CH:13][CH:14]=[CH:15][C:10]=2[CH2:3][C:4]2[CH:5]=[CH:6][CH:7]=[CH:8][CH:9]=2)[CH2:24]1)=[O:22])[CH3:19] |f:0.1,3.4|. Procedure: Sodium hydride (0.8 g, 20 mmol, 60% oil dispersion) was added portionwise to a stirred solution of 2-benzylphenol (1.8 g, 10 mmol) in toluene (30 ml) placed under an atmosphere of nitrogen. The mixture was stirred for 30 minutes and (R)-1-(2-bromoethyl)-3-piperidinecarboxylic acid ethyl ester hydrobromide (3.5 g, 10 mmol, EP 374801) was added portionwise. The reaction mixture was stirred for 2 h at ambient temperature and water (50 ml) was added. The phases were separated and the organic phase w... As a reaction SMILES: [C:1]1(=[N:7][OH:8])[CH2:6][CH2:5][CH2:4][CH2:3][CH2:2]1.[CH3:9][OH:10]>>[C:1]1(=[N:7][OH:8])[CH2:6][CH2:5][CH2:4][CH2:3][CH2:2]1.[C:9]1(=[O:10])[NH:7][CH2:1][CH2:2][CH2:3][CH2:4][CH2:5]1. Run at time 20 hour. Reactants: C1(CCCCC1)=NO (cyclohexanone oxime), CO (methanol), C1(CCCCC1)=NO (cyclohexanone oxime). Reported procedure: 0.375 g of a high silica MFI catalyst was packed into a fixed-bed-type reactor having an inner diameter of 10 mm. A mixture of cyclohexanone oxime and methanol (1:1.8 in ratio by weight) was vaporized and supplied to the reactor while using a nitrogen gas as a carrier, to conduct a gas phase Beckmann rearrangement reaction at 380° C. under 0.1 MPa with a space velocity (WHSV) of cyclohexanone oxime of 8 h−1. The reaction was continued for 20 hours, and the resulting reaction mixture was analyzed... The product is C1(CCCCC1)=NO (cyclohexanone oxime), C1(CCCCCN1)=O (ε-caprolactam). The reactants are CCOCCCOc1ccc2c(COc3cccc4[nH]c(C(=O)O)cc34)coc2c1, CC1CN(CCC2(O)CCC(N)CC2)CCC1O. Product: CCOCCCOc1ccc2c(COc3cccc4[nH]c(C(=O)NC5CCC(O)(CCN6CCC(O)C(C)C6)CC5)cc34)coc2c1. Reaction SMILES: [CH2:1]([CH3:2])[O:3][CH2:4][CH2:5][CH2:6][O:7][c:8]1[cH:9][c:10]2[c:11]([c:12]([CH2:15][O:16][c:17]3[c:18]4[cH:19][c:20]([C:26](=[O:27])[OH:28])[nH:21][c:22]4[cH:23][cH:24][cH:25]3)[cH:13][o:14]2)[cH:29][cH:30]1.[NH2:31][CH:32]1[CH2:33][CH2:34][C:35]([OH:38])([CH2:39][CH2:40][N:41]2[CH2:42][CH:43]([CH3:48])[CH:44]([OH:47])[CH2:45][CH2:46]2)[CH2:36][CH2:37]1>>[CH2:1]([CH3:2])[O:3][CH2:4][CH2:5][CH2:6][O:7][c:8]1[cH:9][c:10]2[c:11]([c:12]([CH2:15][O:16][c:17]3[c:18]4[cH:19][c:20]([C:26](=[O:27])[NH:31][CH:32]5[CH2:33][CH2:34][C:35]([OH:38])([CH2:39][CH2:40][N:41]6[CH2:42][CH:43]([CH3:48])[CH:44]([OH:47])[CH2:45][CH2:46]6)[CH2:36][CH2:37]5)[nH:21][c:22]4[cH:23][cH:24][cH:25]3)[cH:13][o:14]2)[cH:29][cH:30]1. The reactants are CCOC(=O)CBr, O=C([O-])[O-], CN(C)C=O, CCOC(C)=O, [K+], [K+], O, O=C1NC(c2ccccc2)(c2ccccc2)C(=O)N1C(=O)c1cccc2ccccc12. Yields the product CCOC(=O)CN1C(=O)N(C(=O)c2cccc3ccccc23)C(=O)C1(c1ccccc1)c1ccccc1. RXN SMILES: [Br:32][CH2:33][C:34](=[O:35])[O:36][CH2:37][CH3:38].[C:39](=[O:40])([O-:41])[O-:42].[CH3:46][N:47]([CH3:48])[CH:49]=[O:50].[CH3:51][CH2:52][O:53][C:54](=[O:55])[CH3:56].[K+:43].[K+:44].[OH2:45].[c:1]1([C:11](=[O:12])[N:13]2[C:14](=[O:31])[NH:15][C:16]([c:19]3[cH:20][cH:21][cH:22][cH:23][cH:24]3)([c:25]3[cH:26][cH:27][cH:28][cH:29][cH:30]3)[C:17]2=[O:18])[cH:2][cH:3][cH:4][c:5]2[cH:6][cH:7][cH:8][cH:9][c:10]12>>[c:1]1([C:11](=[O:12])[N:13]2[C:14](=[O:31])[N:15]([CH2:33][C:34](=[O:35])[O:36][CH2:37][CH3:38])[C:16]([c:19]3[cH:20][cH:21][cH:22][cH:23][cH:24]3)([c:25]3[cH:26][cH:27][cH:28][cH:29][cH:30]3)[C:17]2=[O:18])[cH:2][cH:3][cH:4][c:5]2[cH:6][cH:7][cH:8][cH:9][c:10]12. The reactants are CCOC(=O)CCc1cn(Cc2ccc(OCc3nc(-c4ccccc4)sc3C)cc2)cc1-c1ccccc1, CCO, Cl, [Na+], C1CCOC1, [OH-]. Reaction SMILES: [CH3:1][c:2]1[c:3]([CH2:13][O:14][c:15]2[cH:16][cH:17][c:18]([CH2:19][n:20]3[cH:21][c:22]([CH2:31][CH2:32][C:33](=[O:34])[O:35][CH2:36][CH3:37])[c:23](-[c:25]4[cH:26][cH:27][cH:28][cH:29][cH:30]4)[cH:24]3)[cH:38][cH:39]2)[n:4][c:5](-[c:7]2[cH:8][cH:9][cH:10][cH:11][cH:12]2)[s:6]1.[CH3:48][CH2:49][OH:50].[ClH:47].[Na+:41].[O:42]1[CH2:43][CH2:44][CH2:45][CH2:46]1.[OH-:40]>>[CH3:1][c:2]1[c:3]([CH2:13][O:14][c:15]2[cH:16][cH:17][c:18]([CH2:19][n:20]3[cH:21][c:22]([CH2:31][CH2:32][C:33](=[O:34])[OH:35])[c:23](-[c:25]4[cH:26][cH:27][cH:28][cH:29][cH:30]4)[cH:24]3)[cH:38][cH:39]2)[n:4][c:5](-[c:7]2[cH:8][cH:9][cH:10][cH:11][cH:12]2)[s:6]1. The product is Cc1sc(-c2ccccc2)nc1COc1ccc(Cn2cc(CCC(=O)O)c(-c3ccccc3)c2)cc1. Starting materials: CC=1NC(N(C(C1C(=O)OCC)C1=CC(=CC=C1)[N+](=O)[O-])S(=O)(=O)C1=CC=CC=C1)OC (1, 2, 3, 6-tetrahydro-4-methyl-6-(3-nitrophenyl)-2-methoxy-1-(phenylsulfonyl)-5 -pyrimidinecarboxylic acid, ethyl ester), Cl (hydrochloric acid). Run in O1C(CCC1)CO (tetrahydrofuran-methanol). Reaction conditions: time 8 hour. Yields the product CC=1NC(N(C(C1C(=O)OCC)C1=CC(=CC=C1)[N+](=O)[O-])S(=O)(=O)C1=CC=CC=C1)=O (1, 2, 3, 6-Tetrahydro-4-methyl-6-(3-nitrophenyl)-2-oxo -1-(phenylsulfonyl)-5-pyrimidinecarboxylic acid, ethyl ester). The yield is 40.8%. RXN SMILES: [CH3:1][C:2]1[NH:3][CH:4]([O:31]C)[N:5]([S:22]([C:25]2[CH:30]=[CH:29][CH:28]=[CH:27][CH:26]=2)(=[O:24])=[O:23])[CH:6]([C:13]2[CH:18]=[CH:17][CH:16]=[C:15]([N+:19]([O-:21])=[O:20])[CH:14]=2)[C:7]=1[C:8]([O:10][CH2:11][CH3:12])=[O:9].Cl>O1CCCC1CO>[CH3:1][C:2]1[NH:3][C:4](=[O:31])[N:5]([S:22]([C:25]2[CH:26]=[CH:27][CH:28]=[CH:29][CH:30]=2)(=[O:24])=[O:23])[CH:6]([C:13]2[CH:18]=[CH:17][CH:16]=[C:15]([N+:19]([O-:21])=[O:20])[CH:14]=2)[C:7]=1[C:8]([O:10][CH2:11][CH3:12])=[O:9]. Procedure: A solution of 1, 2, 3, 6-tetrahydro-4-methyl-6-(3-nitrophenyl)-2-methoxy-1-(phenylsulfonyl)-5 -pyrimidinecarboxylic acid, ethyl ester (1.49 g, 3.24 mmol) in tetrahydrofuran-methanol (20 ml each) was treated with 5N hydrochloric acid (5.0 ml) and stirred at room temperature overnight. The reaction mixture was evaporated and partitioned between ethyl acetate and water. The organic phase was washed with saturated sodium bicarbonate and saturated sodium chloride. Flash chromatography (acetone/hexane...